Dataset: the Open Reaction Database (ORD), a public repository of structured organic reaction records. Task: describe an organic reaction: reactants, conditions, products, and yield Starting materials: O=C([O-])[O-], Cc1cc(CN2CCCC(c3ccccc3)CC2)ccc1Oc1ccc(C#N)cn1, CO, CS(C)=O, [K+], [K+], N, OO. The product is Cc1cc(CN2CCCC(c3ccccc3)CC2)ccc1Oc1ccc(C(N)=O)cn1. As a reaction SMILES: [C:31]([O-:32])(=[O:33])[O-:34].[CH3:1][c:2]1[c:3]([O:4][c:5]2[n:6][cH:7][c:8]([C:9]#[N:10])[cH:11][cH:12]2)[cH:13][cH:14][c:15]([CH2:17][N:18]2[CH2:19][CH2:20][CH:21]([c:25]3[cH:26][cH:27][cH:28][cH:29][cH:30]3)[CH2:22][CH2:23][CH2:24]2)[cH:16]1.[CH3:39][OH:40].[CH3:42][S:43]([CH3:44])=[O:45].[K+:35].[K+:36].[NH3:41].[OH:37][OH:38]>>[CH3:1][c:2]1[c:3]([O:4][c:5]2[n:6][cH:7][c:8]([C:9]([NH2:10])=[O:32])[cH:11][cH:12]2)[cH:13][cH:14][c:15]([CH2:17][N:18]2[CH2:19][CH2:20][CH:21]([c:25]3[cH:26][cH:27][cH:28][cH:29][cH:30]3)[CH2:22][CH2:23][CH2:24]2)[cH:16]1. The reactants are O1CCC2=C1C(=CC=C2)C2CN(CCC1=C2C=C(C(=C1)I)O)C ((+)-5-(2,3-dihydrobenzofuran-7-yl)-8-iodo-3-methyl-2,3,4,5-tetrahydro-1H-3-benzazepin-7-ol), potassiumm-tert-butylate, O1CCCC1 (tetrahydrofuran), COCCl (Chloromethyl methyl ether). Run at time 3.5 hour. Yields the product O1CCC2=C1C(=CC=C2)C2CN(CC(C1=C2C=C(C(=C1)I)OC)OC)C ((+)-5-(2,3-dihydrobenzofuran-7-yl)-8-iodo-7-methoxy-methyloxy-3-methyl-2,3,4,5-tetrahydro-1H-3-benzazepine). As a reaction SMILES: [O:1]1[C:5]2[C:6]([CH:10]3[C:16]4[CH:17]=[C:18]([OH:22])[C:19]([I:21])=[CH:20][C:15]=4[CH2:14][CH2:13][N:12]([CH3:23])[CH2:11]3)=[CH:7][CH:8]=[CH:9][C:4]=2[CH2:3][CH2:2]1.[CH3:24][O:25]CCl.O1CCC[CH2:29]1>>[O:1]1[C:5]2[C:6]([CH:10]3[C:16]4[CH:17]=[C:18]([O:22][CH3:29])[C:19]([I:21])=[CH:20][C:15]=4[CH:14]([O:25][CH3:24])[CH2:13][N:12]([CH3:23])[CH2:11]3)=[CH:7][CH:8]=[CH:9][C:4]=2[CH2:3][CH2:2]1. Procedure details: (+)-5-(2,3-dihydrobenzofuran-7-yl)-8-iodo-3-methyl-2,3,4,5-tetrahydro-1H-3-benzazepin-7-ol (126.0 mg, 3.0 mmol) and potassiumm-tert-butylate 37.0 mg, 3.3 mmol) are dissolved in dry tetrahydrofuran (10 ml) at 20° C. Chloromethyl methyl ether (30.0 mg, 3.8 mmol) is added. The reaction mixture is stirred for 3.5 hours then poured into 5% sodiumhydrogencarbonate (20 ml). The product is extracted into dichloromethane (2×15 ml). The organic phase is evaporated to dryness under reduced pressure.